From a dataset of the Open Reaction Database (ORD), a public repository of structured organic reaction records. describe an organic reaction: reactants, conditions, products, and yield Starting materials: C(O)([O-])=O.[Na+] (sodium hydrogen carbonate), Cl.C(C)(=O)OCC (hydrogen chloride ethyl acetate), O1CCOC2=C1C=CC(=C2)CN(C(OC(C)(C)C)=O)C2CCN(CC2)CCN2C(C=C(C1=CC=CC=C21)C2=CC=NC=C2)=O (tert-butyl (2,3-dihydro-1,4-benzodioxin-6-ylmethyl)(1-(2-(2-oxo-4-(pyridin-4-yl)quinolin-1(2H)-yl)ethyl)piperidin-4-yl)carbamate), FC(C(=O)O)(F)F (trifluoroacetic acid). Run in C(Cl)(Cl)Cl (chloroform), C(Cl)(Cl)Cl (chloroform). Run at time 3.5 hour. The product is Cl.O1CCOC2=C1C=CC(=C2)CNC2CCN(CC2)CCN2C(C=C(C1=CC=CC=C21)C2=CC=NC=C2)=O (1-(2-(4-((2,3-dihydro-1,4-benzodioxin-6-ylmethyl)amino)piperidin-1-yl)ethyl)-4-(pyridin-4-yl)quinolin-2(1H)-one hydrochloride). RXN SMILES: [O:1]1[C:6]2[CH:7]=[CH:8][C:9]([CH2:11][N:12]([CH:20]3[CH2:25][CH2:24][N:23]([CH2:26][CH2:27][N:28]4[C:37]5[C:32](=[CH:33][CH:34]=[CH:35][CH:36]=5)[C:31]([C:38]5[CH:43]=[CH:42][N:41]=[CH:40][CH:39]=5)=[CH:30][C:29]4=[O:44])[CH2:22][CH2:21]3)C(=O)OC(C)(C)C)=[CH:10][C:5]=2[O:4][CH2:3][CH2:2]1.FC(F)(F)C(O)=O.C(=O)([O-])O.[Na+].[ClH:57].C(OCC)(=O)C>C(Cl)(Cl)Cl>[ClH:57].[O:1]1[C:6]2[CH:7]=[CH:8][C:9]([CH2:11][NH:12][CH:20]3[CH2:25][CH2:24][N:23]([CH2:26][CH2:27][N:28]4[C:37]5[C:32](=[CH:33][CH:34]=[CH:35][CH:36]=5)[C:31]([C:38]5[CH:39]=[CH:40][N:41]=[CH:42][CH:43]=5)=[CH:30][C:29]4=[O:44])[CH2:22][CH2:21]3)=[CH:10][C:5]=2[O:4][CH2:3][CH2:2]1 |f:2.3,4.5,7.8|. Reported procedure: To 1 mL of a chloroform solution containing 42 mg of tert-butyl (2,3-dihydro-1,4-benzodioxin-6-ylmethyl)(1-(2-(2-oxo-4-(pyridin-4-yl)quinolin-1(2H)-yl)ethyl)piperidin-4-yl)carbamate, 1 mL of trifluoroacetic acid was added at room temperature and stirred for 3.5 hours, thereafter the solvent was removed under reduced pressure. To the residue thus obtained, chloroform and aqueous saturated sodium hydrogen carbonate solution were added, the organic layer was separated and the aqueous layer was extr... Starting materials: Clc1nccc2c1OCCN(Cc1ccccc1)C2, CC#N, CC(Cl)OC(=O)Cl. Yields the product Clc1nccc2c1OCCNC2. Reaction SMILES: [CH2:1]([c:2]1[cH:3][cH:4][cH:5][cH:6][cH:7]1)[N:8]1[CH2:9][CH2:10][O:11][c:12]2[c:13]([cH:15][cH:16][n:17][c:18]2[Cl:19])[CH2:14]1.[CH3:27][C:28]#[N:29].[Cl:20][C:21]([O:22][CH:23]([Cl:24])[CH3:25])=[O:26]>>[NH:8]1[CH2:9][CH2:10][O:11][c:12]2[c:13]([cH:15][cH:16][n:17][c:18]2[Cl:19])[CH2:14]1. Starting materials: [H-].[Na+] (Sodium hydride), OC1=CC=CC2=C1C=C(O2)C(=O)OC (methyl 4-hydroxy-benzofuran-2-ylcarboxylate), CI (methyl iodide). The solvent is CN(C)C=O (DMF). Reaction conditions: time 1 hour. Product: COC1=CC=CC2=C1C=C(O2)C(=O)OC (methyl 4-methoxy-benzofuran-2-ylcarboxylate). The yield is 100.0%. As a reaction SMILES: [H-].[Na+].[OH:3][C:4]1[C:9]2[CH:10]=[C:11]([C:13]([O:15][CH3:16])=[O:14])[O:12][C:8]=2[CH:7]=[CH:6][CH:5]=1.[CH3:17]I>CN(C=O)C>[CH3:17][O:3][C:4]1[C:9]2[CH:10]=[C:11]([C:13]([O:15][CH3:16])=[O:14])[O:12][C:8]=2[CH:7]=[CH:6][CH:5]=1 |f:0.1|. Procedure details: Sodium hydride (32.5 mg, 1.35 mmol) was added to a solution of methyl 4-hydroxy-benzofuran-2-ylcarboxylate (240 mg, 1.25 mmol) in DMF (5 ml). After stirring for 10 min methyl iodide (888 mg, 6.25 mmol) was added and stirring was continued for an additional 1 h. The reaction was carefully quenched with water (30 ml) and diluted with ethyl acetate (50 ml). The separated organic layer was washed with 0.5M aqueous HCl, saturated aqueous sodium bicarbonate solution (50 ml), dried over sodium sulfate,... The reactants are O=C(Nc1ccc(C2CCNCC2)cc1)c1nc(-c2ccccc2)oc1C(F)(F)F, O=C(O)C1CCC(c2noc(=O)[nH]2)CC1. Yields the product O=C(Nc1ccc(C2CCN(C(=O)C3CCC(c4noc(=O)[nH]4)CC3)CC2)cc1)c1nc(-c2ccccc2)oc1C(F)(F)F. RXN SMILES: [NH:1]1[CH2:2][CH2:3][CH:4]([c:7]2[cH:8][cH:9][c:10]([NH:13][C:14](=[O:15])[c:16]3[n:17][c:18](-[c:25]4[cH:26][cH:27][cH:28][cH:29][cH:30]4)[o:19][c:20]3[C:21]([F:22])([F:23])[F:24])[cH:11][cH:12]2)[CH2:5][CH2:6]1.[O:31]=[c:32]1[nH:33][c:34]([CH:37]2[CH2:38][CH2:39][CH:40]([C:43](=[O:44])[OH:45])[CH2:41][CH2:42]2)[n:35][o:36]1>>[N:1]1([C:43]([CH:40]2[CH2:39][CH2:38][CH:37]([c:34]3[nH:33][c:32](=[O:31])[o:36][n:35]3)[CH2:42][CH2:41]2)=[O:44])[CH2:2][CH2:3][CH:4]([c:7]2[cH:8][cH:9][c:10]([NH:13][C:14](=[O:15])[c:16]3[n:17][c:18](-[c:25]4[cH:26][cH:27][cH:28][cH:29][cH:30]4)[o:19][c:20]3[C:21]([F:22])([F:23])[F:24])[cH:11][cH:12]2)[CH2:5][CH2:6]1. Reactants: CC(C)(C)OC(=O)Nc1ccc(-c2nc3cc(C#N)cc(C(Br)Br)c3o2)cc1, CC(C)(C)OC(=O)N1CCC(OCC(=O)O)CC1. Yields the product CC(C)(C)OC(=O)N1CCC(OCC(=O)Nc2ccc(-c3nc4cc(C#N)cc(C(Br)Br)c4o3)cc2)CC1. Reaction SMILES: [C:1](#[N:2])[c:3]1[cH:4][c:5]([CH:26]([Br:27])[Br:28])[c:6]2[c:7]([n:8][c:9](-[c:11]3[cH:12][cH:13][c:14]([NH:17][C:18](=[O:19])[O:20][C:21]([CH3:22])([CH3:23])[CH3:24])[cH:15][cH:16]3)[o:10]2)[cH:25]1.[C:29]([CH3:30])([CH3:31])([CH3:32])[O:33][C:34](=[O:35])[N:36]1[CH2:37][CH2:38][CH:39]([O:42][CH2:43][C:44](=[O:45])[OH:46])[CH2:40][CH2:41]1>>[C:1](#[N:2])[c:3]1[cH:4][c:5]([CH:26]([Br:27])[Br:28])[c:6]2[c:7]([n:8][c:9](-[c:11]3[cH:12][cH:13][c:14]([NH:17][C:44]([CH2:43][O:42][CH:39]4[CH2:38][CH2:37][N:36]([C:34]([O:33][C:29]([CH3:30])([CH3:31])[CH3:32])=[O:35])[CH2:41][CH2:40]4)=[O:46])[cH:15][cH:16]3)[o:10]2)[cH:25]1. The reactants are CC1=CC(=NC=C1)C=O (4-methylpyridine-2-carboxaldehyde), C(C1=CC=CC=C1)Br (benzyl bromide). Run in S1(=O)(=O)CCCC1 (sulfolane), O (water). The product is [Br-].C(C1=CC=CC=C1)[N+]1=C(C=C(C=C1)C)C=O (1-benzyl-4-methyl-2-formyl-pyridinium bromide). RXN SMILES: [CH3:1][C:2]1[CH:7]=[CH:6][N:5]=[C:4]([CH:8]=[O:9])[CH:3]=1.[CH2:10]([Br:17])[C:11]1[CH:16]=[CH:15][CH:14]=[CH:13][CH:12]=1>S1(CCCC1)(=O)=O.O>[Br-:17].[CH2:10]([N+:5]1[CH:6]=[CH:7][C:2]([CH3:1])=[CH:3][C:4]=1[CH:8]=[O:9])[C:11]1[CH:16]=[CH:15][CH:14]=[CH:13][CH:12]=1 |f:4.5|. Reported procedure: A mixture of 1 g (8.26 mmol) of 4-methylpyridine-2-carboxaldehyde, and 1.41 g (8.3 mmol) of benzyl bromide in 10 mL of sulfolane was stirred and heated on a steam-bath overnight. The resulting mixture was triturated (repeatedly) with ethyl acetate and the solvent was decanted to isolate a dark gum. This residue was dissolved in water, and washed with ether, and the aqueous solution was concentrated in vacuo to afford 1-benzyl-4-methyl-2-formyl-pyridinium bromide, which was used without additiona...